Dataset: the Open Reaction Database (ORD), a public repository of structured organic reaction records. Task: describe an organic reaction: reactants, conditions, products, and yield The reactants are Cl, O=C(c1c[nH]c2cc([N+](=O)[O-])ccc12)C(F)(F)F, [Na+], [OH-], O. The product is O=C(O)c1c[nH]c2cc([N+](=O)[O-])ccc12. Reaction SMILES: [ClH:21].[F:1][C:2]([C:3](=[O:4])[c:5]1[cH:6][nH:7][c:8]2[cH:9][c:10]([N+:14](=[O:15])[O-:16])[cH:11][cH:12][c:13]12)([F:17])[F:18].[Na+:20].[OH-:19].[OH2:22]>>[C:3]([OH:4])([c:5]1[cH:6][nH:7][c:8]2[cH:9][c:10]([N+:14](=[O:15])[O-:16])[cH:11][cH:12][c:13]12)=[O:19].